Dataset: the Open Reaction Database (ORD), a public repository of structured organic reaction records. Task: describe an organic reaction: reactants, conditions, products, and yield Reactants: C(CC(C)C)OCCCCOCCCCCCO (6-(4-Isopentyloxy-butyloxy)-hexanol), [H-].[Na+] (sodium hydride), S(O)(O)(=O)=O (sulphuric acid), N1=CC=CC=C1 (pyridine), C(C1=CC=2OCOC2C=C1)Br (piperonyl bromide). Solvent: COCCOC (1,2-dimethoxy-ethane), CCOCC (ether), COCCOC (1,2-dimethoxy ethane). Conditions: time 2 hour. The product is C(CC(C)C)OCCCCOCCCCCCOCC1=CC=2OCOC2C=C1 ([6-(4-Isopentyloxybutyloxy)-hexyl]-piperonyl ether). Reaction SMILES: [H-].[Na+].[CH2:3]([O:8][CH2:9][CH2:10][CH2:11][CH2:12][O:13][CH2:14][CH2:15][CH2:16][CH2:17][CH2:18][CH2:19][OH:20])[CH2:4][CH:5]([CH3:7])[CH3:6].[CH2:21](Br)[C:22]1[CH:30]=[CH:29][C:28]2[O:27][CH2:26][O:25][C:24]=2[CH:23]=1.S(=O)(=O)(O)O.N1C=CC=CC=1>COCCOC.CCOCC>[CH2:3]([O:8][CH2:9][CH2:10][CH2:11][CH2:12][O:13][CH2:14][CH2:15][CH2:16][CH2:17][CH2:18][CH2:19][O:20][CH2:21][C:22]1[CH:30]=[CH:29][C:28]2[O:27][CH2:26][O:25][C:24]=2[CH:23]=1)[CH2:4][CH:5]([CH3:6])[CH3:7] |f:0.1|. Procedure: 0.60 g (0.020 mol) of 80% sodium hydride dispersion are added by portions, at 20°, under nitrogen and while stirring, to 4.02 g (0.0155 mol) of 6-(4-Isopentyloxy-butyloxy)-hexanol in 60 cc of absolute 1,2-dimethoxy-ethane. The mixture is stirred at 60° over the course of 2 hours, cooled to 0° and a solution of 3.65 g (0.017 mol) of piperonyl bromide in 40 cc of absolute 1,2-dimethoxy ethane is added dropwise over the course of 10 minutes. The mixture is stirred at 20° for 3 hours and then at 40°... Starting materials: CC(C)(C)[Si](C)(C)OC1CC(n2cc(I)cn2)C1, C1CCOC1, COB1OC(C)(C)C(C)(C)O1, CC(C)[Mg+], [Cl-]. The product is CC1(C)OB(c2cnn(C3CC(O[Si](C)(C)C(C)(C)C)C3)c2)OC1(C)C. As a reaction SMILES: [C:6]([CH3:7])([CH3:8])([CH3:9])[Si:10]([O:11][CH:12]1[CH2:13][CH:14]([n:16]2[n:17][cH:18][c:19]([I:21])[cH:20]2)[CH2:15]1)([CH3:22])[CH3:23].[CH2:35]1[O:36][CH2:37][CH2:38][CH2:39]1.[CH3:24][O:25][B:26]1[O:27][C:28]([CH3:33])([CH3:34])[C:29]([CH3:31])([CH3:32])[O:30]1.[CH:2]([Mg+:3])([CH3:4])[CH3:5].[Cl-:1]>>[C:6]([CH3:7])([CH3:8])([CH3:9])[Si:10]([O:11][CH:12]1[CH2:13][CH:14]([n:16]2[n:17][cH:18][c:19]([B:26]3[O:27][C:28]([CH3:33])([CH3:34])[C:29]([CH3:31])([CH3:32])[O:30]3)[cH:20]2)[CH2:15]1)([CH3:22])[CH3:23]. Reactants: CCOC(CN1C(=O)C(NC(=O)Nc2ccc(C)cc2)c2ccccc21)OCC, CC(C)(C)[O-], CS(C)=O, [Cl-], [K+], [Na+], Cc1ccc(NC(=O)CBr)cc1. Yields the product CCOC(CN1C(=O)C(CC(=O)Nc2ccc(C)cc2)(NC(=O)Nc2ccc(C)cc2)c2ccccc21)OCC. As a reaction SMILES: [CH2:1]([CH3:2])[O:3][CH:4]([CH2:5][N:6]1[C:7](=[O:26])[CH:8]([NH:15][C:16](=[O:17])[NH:18][c:19]2[cH:20][cH:21][c:22]([CH3:25])[cH:23][cH:24]2)[c:9]2[cH:10][cH:11][cH:12][cH:13][c:14]21)[O:27][CH2:28][CH3:29].[CH3:30][C:31]([CH3:32])([O-:33])[CH3:34].[CH3:50][S:51](=[O:52])[CH3:53].[Cl-:49].[K+:35].[Na+:48].[c:36]1([CH3:47])[cH:37][cH:38][c:39]([NH:42][C:43]([CH2:44][Br:45])=[O:46])[cH:40][cH:41]1>>[CH2:1]([CH3:2])[O:3][CH:4]([CH2:5][N:6]1[C:7](=[O:26])[C:8]([NH:15][C:16](=[O:17])[NH:18][c:19]2[cH:20][cH:21][c:22]([CH3:25])[cH:23][cH:24]2)([CH2:44][C:43]([NH:42][c:39]2[cH:38][cH:37][c:36]([CH3:47])[cH:41][cH:40]2)=[O:46])[c:9]2[cH:10][cH:11][cH:12][cH:13][c:14]21)[O:27][CH2:28][CH3:29]. Starting materials: CC=1NC=2C(CCCC2C1C(=O)O)=O (2-methyl-7-oxo-4,5,6,7-tetrahydro-1H-indole-3-carboxylic acid), N1(CCCC1)CCN (2-(pyrrolidin-1-yl)ethanamine). Product: CC=1NC=2C(CCCC2C1C(=O)NCCN1CCCC1)=O (2-methyl-7-oxo-N-(2-(pyrrolidin-1-yl)ethyl)-4,5,6,7-tetrahydro-1H-indole-3-carboxamide). Isolated yield 72.6%. Reaction SMILES: [CH3:1][C:2]1[NH:3][C:4]2[C:5](=[O:14])[CH2:6][CH2:7][CH2:8][C:9]=2[C:10]=1[C:11]([OH:13])=O.[N:15]1([CH2:20][CH2:21][NH2:22])[CH2:19][CH2:18][CH2:17][CH2:16]1>>[CH3:1][C:2]1[NH:3][C:4]2[C:5](=[O:14])[CH2:6][CH2:7][CH2:8][C:9]=2[C:10]=1[C:11]([NH:22][CH2:21][CH2:20][N:15]1[CH2:19][CH2:18][CH2:17][CH2:16]1)=[O:13]. Reported procedure: Similar procedure as Example 2, 2-methyl-7-oxo-4,5,6,7-tetrahydro-1H-indole-3-carboxylic acid (S4) 0.2 g (1.0 mmol) and 2-(pyrrolidin-1-yl)ethanamine 0.24 g (2.1 mmol) was reacted to give 0.21 g (73%) of the titled compound as a white solid. The reactants are FC=1C=C(C=C(C1)F)C[C@@H](C=1N(C=CN1)C1=CC=C(C=C1)OC)NC(CN1N=C(C=2CCCCC12)C(F)(F)F)=O ((S)-N-(2-(3,5-difluorophenyl)-1-(1-(4-methoxyphenyl)-1H-imidazol-2-yl)ethyl)-2-(3-(trifluoromethyl)-4,5,6,7-tetrahydro-1H-indazol-1-yl)acetamide), Cl.ClC1=CC=C(C=C1)C1=C(N=CO1)C(CC1=CC(=CC(=C1)F)F)N (1-(5-(4-chlorophenyl)oxazol-4-yl)-2-(3,5-difluorophenyl)ethanamine hydrochloride), COC1=CC=C2C(=N1)C(=CN2)CC(=O)O (2-(5-methoxy-1H-pyrrolo[3,2-b]pyridin-3-yl)acetic acid). Product: ClC1=CC=C(C=C1)C1=C(N=CO1)C(CC1=CC(=CC(=C1)F)F)NC(CC1=CNC=2C1=NC(=CC2)OC)=O (N-(1-(5-(4-chlorophenyl)oxazol-4-yl)-2-(3,5-difluorophenyl)ethyl)-2-(5-methoxy-1H-pyrrolo[3,2-b]pyridin-3-yl)acetamide). As a reaction SMILES: FC1C=C(C[C@H](NC(=O)CN2C3CCCCC=3C(C(F)(F)F)=N2)C2N(C3C=CC(OC)=CC=3)C=CN=2)C=C(F)C=1.Cl.[Cl:42][C:43]1[CH:48]=[CH:47][C:46]([C:49]2[O:53][CH:52]=[N:51][C:50]=2[CH:54]([NH2:64])[CH2:55][C:56]2[CH:61]=[C:60]([F:62])[CH:59]=[C:58]([F:63])[CH:57]=2)=[CH:45][CH:44]=1.[CH3:65][O:66][C:67]1[N:72]=[C:71]2[C:73]([CH2:76][C:77](O)=[O:78])=[CH:74][NH:75][C:70]2=[CH:69][CH:68]=1>>[Cl:42][C:43]1[CH:48]=[CH:47][C:46]([C:49]2[O:53][CH:52]=[N:51][C:50]=2[CH:54]([NH:64][C:77](=[O:78])[CH2:76][C:73]2[C:71]3=[N:72][C:67]([O:66][CH3:65])=[CH:68][CH:69]=[C:70]3[NH:75][CH:74]=2)[CH2:55][C:56]2[CH:61]=[C:60]([F:62])[CH:59]=[C:58]([F:63])[CH:57]=2)=[CH:45][CH:44]=1 |f:1.2|. Reported procedure: The title compound was prepared according to the method presented for the synthesis of compound 5F of Example 5 utilizing 33G and 2-(5-methoxy-1H-pyrrolo[3,2-b]pyridin-3-yl)acetic acid. 1H NMR (400 MHz, DMSO) δ 11.13 (s, 1H), 8.65 (d, J=8.6 Hz, 1H), 8.46 (s, 1H), 7.74 (m, 1H), 7.62 (m, 2H), 7.47 (d, J=8.5 Hz, 2H), 7.27 (s, 1H), 6.89 (t, J=9.6 Hz, 1H), 6.74 (d, J=6.8 Hz, 2H), 6.60 (d, J=8.6 Hz, 1H), 5.35 (q, J=7.8 Hz, 1H), 3.87 (s, 3H), 3.50 (s, 2H), 3.17-2.98 (m, 2H). MS (m/z) 523.1 [M+H]+.